From a dataset of the Open Reaction Database (ORD), a public repository of structured organic reaction records. describe an organic reaction: reactants, conditions, products, and yield The reactants are BrC1=CC=C(C=C1)N1CCC(CC1)C(=O)OC (methyl 1-(4-bromophenyl)piperidine-4-carboxylate), CO.CN (methylamine methanol). Run at time 8 hour. Yields the product CNC(=O)C1CCN(CC1)C1=CC=C(C=C1)Br (N-methyl-1-(4-bromophenyl)piperidine-4-carboxamide). RXN SMILES: [Br:1][C:2]1[CH:7]=[CH:6][C:5]([N:8]2[CH2:13][CH2:12][CH:11]([C:14]([O:16]C)=O)[CH2:10][CH2:9]2)=[CH:4][CH:3]=1.CO.[CH3:20][NH2:21]>>[CH3:20][NH:21][C:14]([CH:11]1[CH2:12][CH2:13][N:8]([C:5]2[CH:6]=[CH:7][C:2]([Br:1])=[CH:3][CH:4]=2)[CH2:9][CH2:10]1)=[O:16] |f:1.2|. Procedure details: To methyl 1-(4-bromophenyl)piperidine-4-carboxylate (950 mg) was added methylamine methanol solution (25%, 20 mL) at room temperature. The reaction mixture was stirred overnight at room temperature, and concentrated under reduced pressure. To a solution of the residue in acetonitrile (15 mL) were successively added tetraethylammonium bromide (1.05 g), isoamyl nitrite (1.05 g) and copper(I) bromide (0.09 g) at room temperature. The reaction mixture was stirred at room temperature for 40 min, and ... Reactants: CC(C)CC(C(=O)NN1C(=O)NC2(CCNCC2)C1=O)C(CCCc1ccccc1)C(=O)OC(C)(C)C, O=S(=O)(Cl)c1ccccc1. Yields the product CC(C)CC(C(=O)NN1C(=O)NC2(CCN(S(=O)(=O)c3ccccc3)CC2)C1=O)C(CCCc1ccccc1)C(=O)OC(C)(C)C. As a reaction SMILES: [C:11]([CH3:12])([CH3:13])([CH3:14])[O:15][C:16](=[O:17])[CH:18]([CH2:19][CH2:20][CH2:21][c:22]1[cH:23][cH:24][cH:25][cH:26][cH:27]1)[CH:28]([C:29](=[O:30])[NH:31][N:32]1[C:33](=[O:43])[NH:34][C:35]2([C:36]1=[O:37])[CH2:38][CH2:39][NH:40][CH2:41][CH2:42]2)[CH2:44][CH:45]([CH3:46])[CH3:47].[c:1]1([S:7](=[O:8])(=[O:9])[Cl:10])[cH:2][cH:3][cH:4][cH:5][cH:6]1>>[c:1]1([S:7](=[O:8])(=[O:9])[N:40]2[CH2:39][CH2:38][C:35]3([NH:34][C:33](=[O:43])[N:32]([NH:31][C:29]([CH:28]([CH:18]([C:16]([O:15][C:11]([CH3:12])([CH3:13])[CH3:14])=[O:17])[CH2:19][CH2:20][CH2:21][c:22]4[cH:23][cH:24][cH:25][cH:26][cH:27]4)[CH2:44][CH:45]([CH3:46])[CH3:47])=[O:30])[C:36]3=[O:37])[CH2:42][CH2:41]2)[cH:2][cH:3][cH:4][cH:5][cH:6]1. Reactants: ClC=1C(=C2C(=NC1)NC=C2)C=2C=C(C=CC2)N2C(=CC(C(=C2)OCC2=CC=C(C=C2)OC)=O)C=O (1-[3-(5-chloro-1H-pyrrolo[2,3-b]pyridin-4-yl)-phenyl]-5-(4-methoxy-benzyloxy)-4-oxo-1,4-dihydro-pyridine-2-carbaldehyde), C1(=CC=CC=C1)C#C[Mg]Br (phenylethynylmagnesium bromide), O (water). The solvent is C1CCOC1 (THF). Conditions: time 5 minute. Product: ClC=1C(=C2C(=NC1)NC=C2)C=2C=C(C=CC2)N2C(=CC(C(=C2)O)=O)C(C#CC2=CC=CC=C2)O (1-[3-(5-chloro-1H-pyrrolo[2,3-b]pyridin-4-yl)phenyl]-5-hydroxy-2-(1-hydroxy-3-phenylprop-2-yn-1-yl)pyridin-4(1H)-one). Reaction SMILES: [Cl:1][C:2]1[C:3]([C:11]2[CH:12]=[C:13]([N:17]3[CH:22]=[C:21]([O:23]CC4C=CC(OC)=CC=4)[C:20](=[O:33])[CH:19]=[C:18]3[CH:34]=[O:35])[CH:14]=[CH:15][CH:16]=2)=[C:4]2[CH:10]=[CH:9][NH:8][C:5]2=[N:6][CH:7]=1.[C:36]1([C:42]#[C:43][Mg]Br)[CH:41]=[CH:40][CH:39]=[CH:38][CH:37]=1.O>C1COCC1>[Cl:1][C:2]1[C:3]([C:11]2[CH:12]=[C:13]([N:17]3[CH:22]=[C:21]([OH:23])[C:20](=[O:33])[CH:19]=[C:18]3[CH:34]([OH:35])[C:43]#[C:42][C:36]3[CH:41]=[CH:40][CH:39]=[CH:38][CH:37]=3)[CH:14]=[CH:15][CH:16]=2)=[C:4]2[CH:10]=[CH:9][NH:8][C:5]2=[N:6][CH:7]=1. Reported procedure: To a solution of 0.05 g (0.01 mmol) 1-[3-(5-chloro-1H-pyrrolo[2,3-b]pyridin-4-yl)-phenyl]-5-(4-methoxy-benzyloxy)-4-oxo-1,4-dihydro-pyridine-2-carbaldehyde in 3 mL THF at −40° C. was added 1 mL phenylethynylmagnesium bromide (1.0 M in THF). The reaction mixture was stirred at −40° C. for 30 min before 1 mL of water was added. The reaction was gravity filtered through an Isolute HM-N tube, which was rinsed with 4 mL EtOAc and the combined organics were concentrated. The resulting residue was diss...